From a dataset of the Open Reaction Database (ORD), a public repository of structured organic reaction records. describe an organic reaction: reactants, conditions, products, and yield Starting materials: Cl (hydrochloric acid), FC1=C(C=CC(=C1O)Cl)NC(OC)=O (Methyl N-(2-fluoro-4-chloro-hydroxyphenyl)carbamate), C1(=CC=C(C=C1)S(=O)(=O)OC1CCCCC1)C (cyclohexyl p-toluenesulfonate), [OH-].[K+] (potassium hydroxide). The solvent is CN(C=O)C (N,N-dimethylformamide). Reaction conditions: temperature 80 celsius, time 4 hour. The product is FC1=C(N)C=C(C(=C1)Cl)OC1CCCCC1 (2-fluoro-4-chloro-5-cyclohexyloxyaniline). Yield: 25.6%. As a reaction SMILES: [F:1][C:2]1[C:7](O)=[C:6]([Cl:9])[CH:5]=[CH:4][C:3]=1[NH:10]C(=O)OC.C1(C)C=CC(S([O:24][CH:25]2[CH2:30][CH2:29][CH2:28][CH2:27][CH2:26]2)(=O)=O)=CC=1.[OH-].[K+].Cl>CN(C)C=O>[F:1][C:2]1[CH:7]=[C:6]([Cl:9])[C:5]([O:24][CH:25]2[CH2:26][CH2:27][CH2:28][CH2:29][CH2:30]2)=[CH:4][C:3]=1[NH2:10] |f:2.3|. Procedure details: Methyl N-(2-fluoro-4-chloro-hydroxyphenyl)carbamate (2.03 g, 9.23 mmol), cyclohexyl p-toluenesulfonate (2.51 g, 9.85 mmol) and N,N-dimethylformamide (30 ml) were charged into a 100 cc round-bottom flask, and then potassium hydroxide (1.0 g, 17.8 mmol) in a powder form was added thereto. The mixture was stirred for 4 hours on an oil bath at 80° C. After completion of the reaction, the reaction solution was cooled to room temperature, 1N hydrochloric acid (100 ml) was added thereto, and the mixtur... The reactants are OCC=1N(C=2N=CN=CC2N1)C (2-hydroxymethyl-3methylimidazo[5,4-d]pyrimidine), N(=NC(=O)N1CCCCC1)C(=O)N1CCCCC1 (1,1'-(azodicarbonyl)dipiperidine), OC1=CC=C(CC2C(N(C(S2)=O)C(C2=CC=CC=C2)(C2=CC=CC=C2)C2=CC=CC=C2)=O)C=C1 (5-(4-hydroxybenzyl)-3-triphenylmethylthiazolidine-2,4 dione), C(CCC)P(CCCC)CCCC (tributylphosphine). Solvent: C1=CC=CC=C1 (benzene). The product is CN1C(=NC2=C1N=CN=C2)COC2=CC=C(CC1C(N(C(S1)=O)C(C1=CC=CC=C1)(C1=CC=CC=C1)C1=CC=CC=C1)=O)C=C2 (5-{4-(3-Methylimidazo[5,4-d]pyrimidin-2-ylmethoxy)-benzyl}-3-triphenylmethylthiazolidine-2,4-dione). Reaction SMILES: [OH:1][CH2:2][C:3]1[N:4]([CH3:12])[C:5]2[N:6]=[CH:7][N:8]=[CH:9][C:10]=2[N:11]=1.O[C:14]1[CH:46]=[CH:45][C:17]([CH2:18][CH:19]2[S:23][C:22](=[O:24])[N:21]([C:25]([C:38]3[CH:43]=[CH:42][CH:41]=[CH:40][CH:39]=3)([C:32]3[CH:37]=[CH:36][CH:35]=[CH:34][CH:33]=3)[C:26]3[CH:31]=[CH:30][CH:29]=[CH:28][CH:27]=3)[C:20]2=[O:44])=[CH:16][CH:15]=1.C(P(CCCC)CCCC)CCC.N(C(N1CCCCC1)=O)=NC(N1CCCCC1)=O>C1C=CC=CC=1>[CH3:12][N:4]1[C:5]2[N:6]=[CH:7][N:8]=[CH:9][C:10]=2[N:11]=[C:3]1[CH2:2][O:1][C:14]1[CH:46]=[CH:45][C:17]([CH2:18][CH:19]2[S:23][C:22](=[O:24])[N:21]([C:25]([C:38]3[CH:43]=[CH:42][CH:41]=[CH:40][CH:39]=3)([C:32]3[CH:33]=[CH:34][CH:35]=[CH:36][CH:37]=3)[C:26]3[CH:31]=[CH:30][CH:29]=[CH:28][CH:27]=3)[C:20]2=[O:44])=[CH:16][CH:15]=1. Procedure: A procedure similar to that described in Preparation 4 was repeated, except that 0.37 g of 2-hydroxymethyl-3methylimidazo[5,4-d]pyrimidine (prepared as described in Preparation 50), 2.51 g of 5-(4-hydroxybenzyl)-3-triphenylmethylthiazolidine-2,4 dione, 1.34 ml of tributylphosphine, 1.36 g of 1,1'-(azodicarbonyl)dipiperidine and 50 ml of benzene were used, to give the title compound as a crude product. This crude product was purified by column chromatography through silica gel, using a gradient e... The yield is 99.0%. Reagents/catalysts: [Pd] (palladium on carbon). RXN SMILES: C(OC([NH:11][C:12]1[CH:21]=[CH:20][C:19]2[N:18]3[CH2:22][CH2:23][C@@H:17]3[CH2:16][O:15][C:14]=2[C:13]=1[C:24]([O:26][C:27]([CH3:30])([CH3:29])[CH3:28])=[O:25])=O)C1C=CC=CC=1>C(O)C.[Pd]>[NH2:11][C:12]1[CH:21]=[CH:20][C:19]2[N:18]3[CH2:22][CH2:23][C@@H:17]3[CH2:16][O:15][C:14]=2[C:13]=1[C:24]([O:26][C:27]([CH3:30])([CH3:29])[CH3:28])=[O:25]. Run in C(C)O (ethanol). Yields the product NC1=C(C=2OC[C@@H]3N(C2C=C1)CC3)C(=O)OC(C)(C)C (tert-butyl (R)-6-amino-1,2,2a,3-tetrahydro-4-oxa-8b-azacyclobuta[a]naphthalene-5-carboxylate). Reactants: C(C1=CC=CC=C1)OC(=O)NC1=C(C=2OC[C@@H]3N(C2C=C1)CC3)C(=O)OC(C)(C)C (tert-butyl (R)-6-benzyloxycarbonylamino-1,2,2a,3-tetrahydro-4-oxa-8b-aza-cyclobuta[a]naphthalene-5-carboxylate), C(C1=CC=CC=C1)OC(=O)NC1=C(C=2OC[C@@H]3N(C2C=C1)CC3)C(=O)OC(C)(C)C (tert-butyl (R)-6-benzyloxycarbonylamino-1,2,2a,3-tetrahydro-4-oxa-8b-aza-cyclobuta[a]naphthalene-5-carboxylate), resultant mixture. Procedure details: A solution of tert-butyl (R)-6-benzyloxycarbonylamino-1,2,2a,3-tetrahydro-4-oxa-8b-aza-cyclobuta[a]naphthalene-5-carboxylate (Intermediate 45, 0.138 g) in ethanol (20 mL) was treated with 10% palladium on carbon (0.05 g) and the resultant mixture was stirred under an atmosphere of hydrogen for 30 minutes. The mixture was filtered and the filtrate was concentrated in vacuo to give tert-butyl (R)-6-amino-1,2,2a,3-tetrahydro-4-oxa-8b-azacyclobuta[a]naphthalene-5-carboxylate (0.092 g) as a pale yell... Reactants: COC(=O)C1=Cc2cc(Br)ccc2CCC1, C1CCOC1, CO, [Na+], [OH-]. Product: O=C(O)C1=Cc2cc(Br)ccc2CCC1. Reaction SMILES: [Br:1][c:2]1[cH:3][cH:4][c:5]2[c:6]([cH:16]1)[CH:7]=[C:8]([C:12](=[O:13])[O:14][CH3:15])[CH2:9][CH2:10][CH2:11]2.[CH2:19]1[O:20][CH2:21][CH2:22][CH2:23]1.[CH3:17][OH:18].[Na+:25].[OH-:24]>>[Br:1][c:2]1[cH:3][cH:4][c:5]2[c:6]([cH:16]1)[CH:7]=[C:8]([C:12](=[O:13])[OH:14])[CH2:9][CH2:10][CH2:11]2. Reactants: C(CC)N(CCCC=O)CCC (4-(dipropylamino)butanal), C[Si](CCOCN1C(=NC=C1)C=O)(C)C ({[2-(trimethylsilyl)ethyloxy]methyl}-1H-imidazole-2-carboaldehyde), C[Si](CCOCN1C(=NC=C1)CN(C(=O)C=1C=C2CCNCC2=CC1)CC=1N(C=CN1)COCC[Si](C)(C)C)(C)C (N,N-bis[(1-{[2-(trimethylsilyl)ethoxy]methyl}-1H-imidazol-2-yl)methyl]-1,2,3,4-tetrahydro-6-isoquinolinecarboxamide). Yields the product C(CC)N(CCCCN1CC2=CC=C(C=C2CC1)C(=O)N(CC=1N(C=CN1)COCC[Si](C)(C)C)CC=1N(C=CN1)COCC[Si](C)(C)C)CCC (2-[4-(dipropylamino)butyl]-N,N-bis[(1-{[2-(trimethylsilyl)ethoxy]methyl}-1H-imidazol-2-yl)methyl]-1,2,3,4-tetrahydro-6-isoquinolinecarboxamide). As a reaction SMILES: [CH2:1]([N:4]([CH2:10][CH2:11][CH3:12])[CH2:5][CH2:6][CH2:7][CH:8]=O)[CH2:2][CH3:3].C[Si](C)(C)CCOCN1C=CN=C1C=O.[CH3:28][Si:29]([CH3:68])([CH3:67])[CH2:30][CH2:31][O:32][CH2:33][N:34]1[CH:38]=[CH:37][N:36]=[C:35]1[CH2:39][N:40]([CH2:53][C:54]1[N:55]([CH2:59][O:60][CH2:61][CH2:62][Si:63]([CH3:66])([CH3:65])[CH3:64])[CH:56]=[CH:57][N:58]=1)[C:41]([C:43]1[CH:44]=[C:45]2[C:50](=[CH:51][CH:52]=1)[CH2:49][NH:48][CH2:47][CH2:46]2)=[O:42]>>[CH2:1]([N:4]([CH2:10][CH2:11][CH3:12])[CH2:5][CH2:6][CH2:7][CH2:8][N:48]1[CH2:47][CH2:46][C:45]2[C:50](=[CH:51][CH:52]=[C:43]([C:41]([N:40]([CH2:53][C:54]3[N:55]([CH2:59][O:60][CH2:61][CH2:62][Si:63]([CH3:66])([CH3:65])[CH3:64])[CH:56]=[CH:57][N:58]=3)[CH2:39][C:35]3[N:34]([CH2:33][O:32][CH2:31][CH2:30][Si:29]([CH3:67])([CH3:68])[CH3:28])[CH:38]=[CH:37][N:36]=3)=[O:42])[CH:44]=2)[CH2:49]1)[CH2:2][CH3:3]. Reported procedure: The same procedure as a series of reactions of Example 1 was carried out, except that 4-(dipropylamino)butanal was used in place of 1-({[2-(trimethylsilyl)ethyloxy]methyl}-1H-imidazole-2-carboaldehyde and the compound 13 was used in place of {[4-(methyloxy)phenyl]methyl}amine, to obtain the title compound having the following physical properties. Starting materials: C1(=CC=CC=C1)SC1=CN(C2=CC=CC=C12)CC(C)N(C(=O)N)O (N-[1-(3-Phenylthioindol-1-yl)prop-2-yl]-N-hydroxy urea), C(C=1C(S)=CC=CC1)(=O)O (thiosalicylic acid), FC(C(=O)O)(F)F (trifluoroacetic acid), C(=O)(O)[O-].[Na+] (NaHCO3). Reaction conditions: time 1 hour. Yields the product N1(C=CC2=CC=CC=C12)CCN(C(=O)N)O (N-[2-(indol-1-yl)eth-1-yl]-N-hydroxy urea). As a reaction SMILES: C1(S[C:8]2[C:16]3[C:11](=[CH:12][CH:13]=[CH:14][CH:15]=3)[N:10]([CH2:17][CH:18]([N:20]([OH:24])[C:21]([NH2:23])=[O:22])C)[CH:9]=2)C=CC=CC=1.C(O)(=O)C1C(=CC=CC=1)S.FC(F)(F)C(O)=O.C([O-])(O)=O.[Na+]>>[N:10]1([CH2:17][CH2:18][N:20]([OH:24])[C:21]([NH2:23])=[O:22])[C:11]2[C:16](=[CH:15][CH:14]=[CH:13][CH:12]=2)[CH:8]=[CH:9]1 |f:3.4|. Procedure: A mixture of N-[1-(3-phenylthioindol-1-yl)prop-2-yl]-N-hydroxy urea from Example 3 (100 mg, 0.34 mmol), thiosalicylic acid (208 mg, 1.4 mmol) and trifluoroacetic acid (3 mL) was stirred at r.t. for one hour. The reaction mixture was then poured onto an aqueous saturated NaHCO3 solution and extracted with EtOAc. The combined organic phase was then washed with 1N NaOH, brine, dried and evaporated to dryness. Separation of two products by flash chromatography using 90% EtOAc in hexanes gave the N-[... The reactants are O=C([O-])[O-], Cc1ccc(S(=O)(=O)OCC2Cc3cccc(Br)c3O2)cc1, OB(O)c1ccccc1Cl, [K+], [K+]. The product is Cc1ccc(S(=O)(=O)OCC2Cc3cccc(-c4ccccc4Cl)c3O2)cc1. As a reaction SMILES: [C:33](=[O:34])([O-:35])[O-:36].[CH3:1][c:2]1[cH:3][cH:4][c:5]([S:8](=[O:9])(=[O:10])[O:11][CH2:12][CH:13]2[O:14][c:15]3[c:16]([cH:18][cH:19][cH:20][c:21]3[Br:22])[CH2:17]2)[cH:6][cH:7]1.[Cl:23][c:24]1[c:25]([B:30]([OH:31])[OH:32])[cH:26][cH:27][cH:28][cH:29]1.[K+:37].[K+:38]>>[CH3:1][c:2]1[cH:3][cH:4][c:5]([S:8](=[O:9])(=[O:10])[O:11][CH2:12][CH:13]2[O:14][c:15]3[c:16]([cH:18][cH:19][cH:20][c:21]3-[c:25]3[c:24]([Cl:23])[cH:29][cH:28][cH:27][cH:26]3)[CH2:17]2)[cH:6][cH:7]1. Starting materials: B(OC)(OC)OC (trimethyl borate), BrC=1C=C(C=CC1)SC (3-bromothioanisole), [Mg] (magnesium), II (iodine). The solvent is O1CCCC1 (tetrahydrofuran), O1CCCC1 (tetrahydrofuran). The product is CSC=1C=C(C=CC1)B(O)O (3-Methylthiophenylboronic Acid). The yield is 91.2%. RXN SMILES: Br[C:2]1[CH:3]=[C:4]([S:8][CH3:9])[CH:5]=[CH:6][CH:7]=1.[Mg].II.[B:13](OC)([O:16]C)[O:14]C>O1CCCC1>[CH3:9][S:8][C:4]1[CH:3]=[C:2]([B:13]([OH:16])[OH:14])[CH:7]=[CH:6][CH:5]=1. Reported procedure: A solution of 3-bromothioanisole (10.3 g, 50.9 mmol) in anhydrous tetrahydrofuran (15 ml) was added dropwise to a stirred mixture of magnesium turnings (1.86 g, 75 mmol) and a crystal of iodine under nitrogen. Once the reaction was initiated, the remainder of the solution was added at such a rate as to keep the reaction mixture under reflux. When the addition was complete, the mixture was stirred under reflux for a further 1 hour, allowed to cool to room temperature and then added to a solution ... Starting materials: Brc1nccs1, CC(C)(C)[O-], CCn1c(C(=O)N(C2CC2)C2CC2)cc2c3c(ncn3C)c(N)nc21, [Na+], O=C(C=Cc1ccccc1)C=Cc1ccccc1, O=C(C=Cc1ccccc1)C=Cc1ccccc1, O=C(C=Cc1ccccc1)C=Cc1ccccc1, [Pd], [Pd], c1ccc(P(c2ccccc2)c2ccc3ccccc3c2-c2c(P(c3ccccc3)c3ccccc3)ccc3ccccc23)cc1. The product is CCn1c(C(=O)N(C2CC2)C2CC2)cc2c3c(ncn3C)c(Nc3nccs3)nc21. As a reaction SMILES: [Br:26][c:27]1[s:28][cH:29][cH:30][n:31]1.[CH3:78][C:79]([CH3:80])([O-:81])[CH3:82].[NH2:1][c:2]1[c:3]2[c:4]([c:5]3[c:6]([n:7]1)[n:8]([CH2:20][CH3:21])[c:9]([C:11](=[O:12])[N:13]([CH:14]1[CH2:15][CH2:16]1)[CH:17]1[CH2:18][CH2:19]1)[cH:10]3)[n:22]([CH3:25])[cH:23][n:24]2.[Na+:83].[O:104]=[C:105]([CH:106]=[CH:107][c:108]1[cH:109][cH:110][cH:111][cH:112][cH:113]1)[CH:114]=[CH:115][c:116]1[cH:117][cH:118][cH:119][cH:120][cH:121]1.[O:122]=[C:123]([CH:124]=[CH:125][c:126]1[cH:127][cH:128][cH:129][cH:130][cH:131]1)[CH:132]=[CH:133][c:134]1[cH:135][cH:136][cH:137][cH:138][cH:139]1.[O:86]=[C:87]([CH:88]=[CH:89][c:90]1[cH:91][cH:92][cH:93][cH:94][cH:95]1)[CH:96]=[CH:97][c:98]1[cH:99][cH:100][cH:101][cH:102][cH:103]1.[Pd:84].[Pd:85].[cH:32]1[cH:33][cH:34][c:35]([P:36]([c:37]2[cH:38][cH:39][c:40]3[c:41]([cH:42][cH:43][cH:44][cH:45]3)[c:46]2-[c:47]2[c:48]3[c:49]([cH:50][cH:51][cH:52][cH:53]3)[cH:54][cH:55][c:56]2[P:57]([c:58]2[cH:59][cH:60][cH:61][cH:62][cH:63]2)[c:64]2[cH:65][cH:66][cH:67][cH:68][cH:69]2)[c:70]2[cH:71][cH:72][cH:73][cH:74][cH:75]2)[cH:76][cH:77]1>>[NH:1]([c:2]1[c:3]2[c:4]([c:5]3[c:6]([n:7]1)[n:8]([CH2:20][CH3:21])[c:9]([C:11](=[O:12])[N:13]([CH:14]1[CH2:15][CH2:16]1)[CH:17]1[CH2:18][CH2:19]1)[cH:10]3)[n:22]([CH3:25])[cH:23][n:24]2)[c:27]1[s:28][cH:29][cH:30][n:31]1. Starting materials: ClC1=NC2=CC=CC=C2C(=N1)N(C)C ((2-chloro-quinazolin-4-yl)-dimethyl-amine), C(C)(C)(C)OC(NC1=CC=C(C=C1)N)=O ((4-amino-phenyl)-carbamic acid tert-butyl ester). The solvent is C(Cl)Cl (CH2Cl2). Run at temperature 130 celsius. Product: C(C)(C)(C)OC(NC1=CC=C(C=C1)NC1=NC2=CC=CC=C2C(=N1)N(C)C)=O ([4-(4-dimethylamino-quinazolin-2-ylamino)-phenyl]-carbamic acid tert-butyl ester). Isolated yield 87.2%. Reaction SMILES: Cl[C:2]1[N:11]=[C:10]([N:12]([CH3:14])[CH3:13])[C:9]2[C:4](=[CH:5][CH:6]=[CH:7][CH:8]=2)[N:3]=1.[C:15]([O:19][C:20](=[O:29])[NH:21][C:22]1[CH:27]=[CH:26][C:25]([NH2:28])=[CH:24][CH:23]=1)([CH3:18])([CH3:17])[CH3:16]>C(Cl)Cl>[C:15]([O:19][C:20](=[O:29])[NH:21][C:22]1[CH:23]=[CH:24][C:25]([NH:28][C:2]2[N:11]=[C:10]([N:12]([CH3:14])[CH3:13])[C:9]3[C:4](=[CH:5][CH:6]=[CH:7][CH:8]=3)[N:3]=2)=[CH:26][CH:27]=1)([CH3:18])([CH3:16])[CH3:17]. Procedure: A mixture of (2-chloro-quinazolin-4-yl)-dimethyl-amine obtained in step B of example 1 (0.5 g, 2.6 mmol) and (4-amino-phenyl)-carbamic acid tert-butyl ester (0.5 g, 2.6 mmol) in CH2Cl2 (2 mL) was heated by Smith Synthesizer at 130° C. for 20 min. The mixture was concentrated to give [4-(4-dimethylamino-quinazolin-2-ylamino)-phenyl]-carbamic acid tert-butyl ester as a pale yellow solid (0.86 g, 87%). The reaction was repeated six times, and the total product combined was 8.5 g. To a solution of a...